From a dataset of the Open Reaction Database (ORD), a public repository of structured organic reaction records. describe an organic reaction: reactants, conditions, products, and yield RXN SMILES: [CH3:46][CH2:47][OH:48].[CH:37]([N:38]([CH2:39][CH3:40])[CH:41]([CH3:42])[CH3:43])([CH3:44])[CH3:45].[Cl:1][c:2]1[c:3]2[n:4][cH:5][n:6]([CH:11]3[O:12][CH:13]([CH2:21][CH2:22][S:23](=[O:24])(=[O:25])[NH2:26])[CH:14]4[CH:15]3[O:16][C:17]([CH3:19])([CH3:20])[O:18]4)[c:7]2[n:8][cH:9][n:10]1.[NH2:27][CH:28]1[CH2:29][CH2:30][c:31]2[cH:32][cH:33][cH:34][cH:35][c:36]21>>[c:2]1([NH:27][CH:28]2[CH2:29][CH2:30][c:31]3[cH:32][cH:33][cH:34][cH:35][c:36]32)[c:3]2[n:4][cH:5][n:6]([CH:11]3[O:12][CH:13]([CH2:21][CH2:22][S:23](=[O:24])(=[O:25])[NH2:26])[CH:14]4[CH:15]3[O:16][C:17]([CH3:19])([CH3:20])[O:18]4)[c:7]2[n:8][cH:9][n:10]1. The product is CC1(C)OC2C(CCS(N)(=O)=O)OC(n3cnc4c(NC5CCc6ccccc65)ncnc43)C2O1. Starting materials: CCO, CCN(C(C)C)C(C)C, CC1(C)OC2C(CCS(N)(=O)=O)OC(n3cnc4c(Cl)ncnc43)C2O1, NC1CCc2ccccc21. Reactants: CC(C)(C)N=C=O, CCOC(=O)C(Cc1ccc(OCCc2ccc(O)cc2)cc1)OCC, Cc1ccccc1. Yields the product CCOC(=O)C(Cc1ccc(OCCc2ccc(OC(=O)NC(C)(C)C)cc2)cc1)OCC. Reaction SMILES: [C:1]([CH3:2])([CH3:3])([CH3:4])[N:5]=[C:6]=[O:7].[CH2:8]([CH3:9])[O:10][C:11]([CH:12]([CH2:13][c:14]1[cH:15][cH:16][c:17]([O:20][CH2:21][CH2:22][c:23]2[cH:24][cH:25][c:26]([OH:29])[cH:27][cH:28]2)[cH:18][cH:19]1)[O:30][CH2:31][CH3:32])=[O:33].[CH3:34][c:35]1[cH:36][cH:37][cH:38][cH:39][cH:40]1>>[C:1]([CH3:2])([CH3:3])([CH3:4])[NH:5][C:6](=[O:7])[O:29][c:26]1[cH:25][cH:24][c:23]([CH2:22][CH2:21][O:20][c:17]2[cH:16][cH:15][c:14]([CH2:13][CH:12]([C:11]([O:10][CH2:8][CH3:9])=[O:33])[O:30][CH2:31][CH3:32])[cH:19][cH:18]2)[cH:28][cH:27]1.